From a dataset of the Open Reaction Database (ORD), a public repository of structured organic reaction records. describe an organic reaction: reactants, conditions, products, and yield Reactants: Cl (HCl), N([C@@H](CC1=CC(=C(C=C1)O)C(C)(C)C)C(=O)OC)C(=O)OCC1=CC=CC=C1 (Z-Tyr(3-tBu)-OMe), O.NN (hydrazine monohydrate), C(OCC)([O-])[O-] (ethyl orthoformate), O.C1(=CC=C(C=C1)S(=O)(=O)O)C (p-toluenesulfonic acid monohydrate). Solvent: C(C)O (ethanol). Conditions: time 8 hour. Product: C(C1=CC=CC=C1)OC(NC(CC1=CC(=C(C=C1)O)C(C)(C)C)C=1OC=NN1)=O (2-(3-t-butyl-4-hydroxyphenyl)-1-(1,3,4-oxadiazol-2-yl)ethylcarbamic acid benzyl ester). Isolated yield 32.6%. Reaction SMILES: [NH:1]([C:19]([O:21][CH2:22][C:23]1[CH:28]=[CH:27][CH:26]=[CH:25][CH:24]=1)=[O:20])[C@H:2]([C:15]([O:17][CH3:18])=O)[CH2:3][C:4]1[CH:9]=[CH:8][C:7]([OH:10])=[C:6]([C:11]([CH3:14])([CH3:13])[CH3:12])[CH:5]=1.O.[NH2:30][NH2:31].C([O-])([O-])OCC.O.C1(C)C=CC(S(O)(=O)=O)=CC=1.Cl>C(O)C>[CH2:22]([O:21][C:19](=[O:20])[NH:1][CH:2]([C:15]1[O:17][CH:18]=[N:30][N:31]=1)[CH2:3][C:4]1[CH:9]=[CH:8][C:7]([OH:10])=[C:6]([C:11]([CH3:14])([CH3:13])[CH3:12])[CH:5]=1)[C:23]1[CH:28]=[CH:27][CH:26]=[CH:25][CH:24]=1 |f:1.2,4.5|. Procedure details: To a solution of Z-Tyr(3-tBu)-OMe (4.0 g, 10.39 mmol) in ethanol (100 ml), hydrazine monohydrate (6.4 ml, 103.9 mmol) was added at room temperature. The mixture was stirred overnight and evaporated under reduced pressure to remove the solvent. The thus obtained residue was mixed with ethyl orthoformate (100 ml) and p-toluenesulfonic acid monohydrate (198 mg, 1.04 mmol) at room temperature. The mixture was stirred for 1.5 hours and mixed with 1N HCl (100 ml). The mixture was stirred for 20 min., ... RXN SMILES: [F:1][C:2]1[CH:3]=[CH:4][C:5]2[N:11]3[CH:12]=[N:13][C:14]([C:15]4[O:19][N:18]=[C:17]([CH2:20][N:21]5C(=O)C6=CC=CC=C6C5=O)[N:16]=4)=[C:10]3[C@@H:9]3[CH2:32][CH2:33][N:8]3[C:7](=[O:34])[C:6]=2[CH:35]=1.CN>C(O)C>[NH2:21][CH2:20][C:17]1[N:16]=[C:15]([C:14]2[N:13]=[CH:12][N:11]3[C:5]4[CH:4]=[CH:3][C:2]([F:1])=[CH:35][C:6]=4[C:7](=[O:34])[N:8]4[CH2:33][CH2:32][C@H:9]4[C:10]=23)[O:19][N:18]=1. Run in C(C)O (ethanol). Reactants: FC=1C=CC2=C(C(N3[C@H](C=4N2C=NC4C4=NC(=NO4)CN4C(C=2C(C4=O)=CC=CC2)=O)CC3)=O)C1 ((S)-7-fluoro-12,12a-dihydro-1-(3-phthalimidomethyl-1,2,4-oxadiazol-5-yl)-9H,11H-azeto[2,1-c]imidazo[1,5-a][1,4]benzodiazepin-9-one), CN (methylamine). Reported procedure: 10.8 g (23 mmol) of crude (S)-7-fluoro-12,12a-dihydro-1-(3-phthalimidomethyl-1,2,4-oxadiazol-5-yl)-9H,11H-azeto[2,1-c]imidazo[1,5-a][1,4]benzodiazepin-9-one in 150 ml of ethanol were treated dropwise with 150 ml of methylamine (33% in ethanol) at 60° C. within 30 min. The solution was stirred at 70° for 2 hours and subsequently concentrated. The residue was taken up in methylene chloride and 30 ml of 4N hydrochloric acid and the solution was washed three times with methylene chloride. The aqueou... Product: NCC1=NOC(=N1)C=1N=CN2C1[C@H]1N(C(C3=C2C=CC(=C3)F)=O)CC1 ((S)-1-(3-aminomethyl-1,2,4-oxadiazol-5-yl)-7-fluoro-12,12a-dihydro-9H,11H-azeto[2,1-c]imidazo[1,5-a][1,4]benzodiazepin-9-one). Run at time 2 hour. Isolated yield 95.8%.